This data is from the Open Reaction Database (ORD), a public repository of structured organic reaction records. The task is: describe an organic reaction: reactants, conditions, products, and yield Starting materials: Cl (hydrochloric acid), C(C)OP(OCC)(=O)C1=C(C=CC(=C1)OC1=C(C=C(C=C1)C(F)(F)F)[N+](=O)[O-])[N+](=O)[O-] (2-Nitro-5-(2'-nitro-4'-trifluoromethylphenoxy)-phenylphosphonic acid diethyl ester). Solvent: C(C)O (ethanol). The product is monohydrate, [N+](=O)([O-])C1=C(C=C(C=C1)OC1=C(C=C(C=C1)C(F)(F)F)[N+](=O)[O-])P(O)(O)=O (2-Nitro-5-(2'-nitro-4'-trifluoromethylphenoxy)-phenylphosphonic acid). Reaction SMILES: C([O:3][P:4]([C:9]1[CH:14]=[C:13]([O:15][C:16]2[CH:21]=[CH:20][C:19]([C:22]([F:25])([F:24])[F:23])=[CH:18][C:17]=2[N+:26]([O-:28])=[O:27])[CH:12]=[CH:11][C:10]=1[N+:29]([O-:31])=[O:30])(=[O:8])[O:5]CC)C.Cl>C(O)C>[N+:29]([C:10]1[CH:11]=[CH:12][C:13]([O:15][C:16]2[CH:21]=[CH:20][C:19]([C:22]([F:23])([F:24])[F:25])=[CH:18][C:17]=2[N+:26]([O-:28])=[O:27])=[CH:14][C:9]=1[P:4](=[O:3])([OH:5])[OH:8])([O-:31])=[O:30]. Procedure: A mixture of 1.85 g of the 2-nitro-5-(2'-nitro-4'-trifluoromethylphenoxy)-phenylphosphonic acid diethyl ester obtained in Example 1, in 20 ml of ethanol, and 40 ml of 20% hydrochloric acid, is refluxed for 24 hours and then evaporated to dryness, affording as residue the monohydrate of the corresponding free phosphonic acid in the form of yellowish brown crystals in quantitative yield. Melting point: 175°-180° C.